Dataset: the Open Reaction Database (ORD), a public repository of structured organic reaction records. Task: describe an organic reaction: reactants, conditions, products, and yield Starting materials: CCOC(=O)Cn1ncc2c1CCCC2NS(=O)(=O)c1ccc(Oc2ccccc2Cl)cc1, [Na+], C1CCOC1, [OH-]. Product: O=C(O)Cn1ncc2c1CCCC2NS(=O)(=O)c1ccc(Oc2ccccc2Cl)cc1. As a reaction SMILES: [CH2:1]([CH3:2])[O:3][C:4]([CH2:5][n:6]1[n:7][cH:8][c:9]2[c:14]1[CH2:13][CH2:12][CH2:11][CH:10]2[NH:15][S:16](=[O:17])(=[O:18])[c:19]1[cH:20][cH:21][c:22]([O:25][c:26]2[c:27]([Cl:32])[cH:28][cH:29][cH:30][cH:31]2)[cH:23][cH:24]1)=[O:33].[Na+:35].[O:36]1[CH2:37][CH2:38][CH2:39][CH2:40]1.[OH-:34]>>[O:3]=[C:4]([CH2:5][n:6]1[n:7][cH:8][c:9]2[c:14]1[CH2:13][CH2:12][CH2:11][CH:10]2[NH:15][S:16](=[O:17])(=[O:18])[c:19]1[cH:20][cH:21][c:22]([O:25][c:26]2[c:27]([Cl:32])[cH:28][cH:29][cH:30][cH:31]2)[cH:23][cH:24]1)[OH:33].